From a dataset of the Open Reaction Database (ORD), a public repository of structured organic reaction records. describe an organic reaction: reactants, conditions, products, and yield The reactants are Cc1ccc2ccc(Br)c(O)c2n1, CC(C)(C)[Si](C)(C)Cl, [Cl-], ClCCl, [NH4+], c1c[nH]cn1. Product: Cc1ccc2ccc(Br)c(O[Si](C)(C)C(C)(C)C)c2n1. Reaction SMILES: [Br:1][c:2]1[cH:3][cH:4][c:5]2[cH:6][cH:7][c:8]([CH3:13])[n:9][c:10]2[c:11]1[OH:12].[C:19]([CH3:20])([CH3:21])([CH3:22])[Si:23]([CH3:24])([CH3:25])[Cl:26].[Cl-:27].[Cl:29][CH2:30][Cl:31].[NH4+:28].[nH:14]1[cH:15][cH:16][n:17][cH:18]1>>[Br:1][c:2]1[cH:3][cH:4][c:5]2[cH:6][cH:7][c:8]([CH3:13])[n:9][c:10]2[c:11]1[O:12][Si:23]([C:19]([CH3:20])([CH3:21])[CH3:22])([CH3:24])[CH3:25]. Starting materials: BrC1=CC(=C(C=C1)NS(=O)(=O)C1=C(C2=C(S1)C=CC(=C2)F)C)OC(F)(F)F (5-fluoro-3-methyl-benzo[b]thiophene-2-sulfonic acid(4-bromo-2-trifluoromethoxy-phenyl)-amide), N1=CC=C(C=C1)B(O)O (4-pyridineboronic acid). The reagents and catalysts are C=1C=CC(=CC1)[P](C=2C=CC=CC2)(C=3C=CC=CC3)[Pd]([P](C=4C=CC=CC4)(C=5C=CC=CC5)C=6C=CC=CC6)([P](C=7C=CC=CC7)(C=8C=CC=CC8)C=9C=CC=CC9)[P](C=1C=CC=CC1)(C=1C=CC=CC1)C=1C=CC=CC1 (tetrakis(triphenylphosphine)palladium). Run in COCCOC (1,2-dimethoxyethane), C(C)O (ethanol), C([O-])([O-])=O.[Na+].[Na+] (sodium carbonate). Yields the product N1=CC=C(C=C1)C1=CC(=C(C=C1)NS(=O)(=O)C1=C(C2=C(S1)C=CC(=C2)F)C)OC(F)(F)F (5-Fluoro-3-methyl-benzo[b]thiophene-2-sulfonic acid(4-pyridin-4-yl-2-trifluoromethoxy-phenyl)-amide). Isolated yield 73.6%. Reaction SMILES: Br[C:2]1[CH:7]=[CH:6][C:5]([NH:8][S:9]([C:12]2[S:16][C:15]3[CH:17]=[CH:18][C:19]([F:21])=[CH:20][C:14]=3[C:13]=2[CH3:22])(=[O:11])=[O:10])=[C:4]([O:23][C:24]([F:27])([F:26])[F:25])[CH:3]=1.[N:28]1[CH:33]=[CH:32][C:31](B(O)O)=[CH:30][CH:29]=1>COCCOC.C(O)C.C(=O)([O-])[O-].[Na+].[Na+].C1C=CC([P]([Pd]([P](C2C=CC=CC=2)(C2C=CC=CC=2)C2C=CC=CC=2)([P](C2C=CC=CC=2)(C2C=CC=CC=2)C2C=CC=CC=2)[P](C2C=CC=CC=2)(C2C=CC=CC=2)C2C=CC=CC=2)(C2C=CC=CC=2)C2C=CC=CC=2)=CC=1>[N:28]1[CH:33]=[CH:32][C:31]([C:2]2[CH:7]=[CH:6][C:5]([NH:8][S:9]([C:12]3[S:16][C:15]4[CH:17]=[CH:18][C:19]([F:21])=[CH:20][C:14]=4[C:13]=3[CH3:22])(=[O:10])=[O:11])=[C:4]([O:23][C:24]([F:27])([F:26])[F:25])[CH:3]=2)=[CH:30][CH:29]=1 |f:4.5.6,^1:55,57,76,95|. Procedure: This compound was prepared in analogy to example 2 starting from 5-fluoro-3-methyl-benzo[b]thiophene-2-sulfonic acid(4-bromo-2-trifluoromethoxy-phenyl)-amide (0.075 g) and 4-pyridineboronic acid (0.029 g) in 1,2-dimethoxyethane (1.5 ml), ethanol (0.25 ml) and 2 M aqueous sodium carbonate solution (0.6 ml) with tetrakis(triphenylphosphine)palladium (0.009 g) to obtain the title compound (0.055 g) as a colorless solid. MS (ISP): 483.0 (M+H)+ Starting materials: [Cl-].C1(CCCCC1)C1(CCN(CC1)C(=O)[C@H]1C[NH2+]C[C@H]1C1=CC=C(C=C1)F)CN1C(OCC1(C)C)=O ((3R,4R)-3-({4-cyclohexyl-4-[(4,4-dimethyl-2-oxo-1,3oxazolidin-3-yl)methyl]piperidin-1-yl}carbonyl)-4-(4-fluorophenyl)pyrrolidinium chloride), C(C)(=O)O[BH-](OC(C)=O)OC(C)=O.[Na+] (sodium triacetoxyborohydride), CC(=O)C (Acetone), C(C)(=O)O (acetic acid). Solvent: C(Cl)Cl (methylene chloride). Reaction conditions: temperature 0 celsius. Product: [Cl-].C1(CCCCC1)C1(CCN(CC1)C(=O)[C@@H]1C[NH+](C[C@H]1C1=CC=C(C=C1)F)C(C)C)CN1C(OCC1(C)C)=O ((3S,4R)-3-({4-cyclohexyl-4-[(4,4-dimethyl-2-oxo-1,3-oxazolidin-3-yl)methyl]piperidin-1-yl}carbonyl)-4-(4-fluorophenyl)-1-isopropylpyrrolidinium chloride). Yield: 120.3%. As a reaction SMILES: [Cl-:1].[CH:2]1([C:8]2([CH2:28][N:29]3[C:33]([CH3:35])([CH3:34])[CH2:32][O:31][C:30]3=[O:36])[CH2:13][CH2:12][N:11]([C:14]([C@@H:16]3[C@H:20]([C:21]4[CH:26]=[CH:25][C:24]([F:27])=[CH:23][CH:22]=4)[CH2:19][NH2+:18][CH2:17]3)=[O:15])[CH2:10][CH2:9]2)[CH2:7][CH2:6][CH2:5][CH2:4][CH2:3]1.[CH3:37][C:38]([CH3:40])=O.C(O)(=O)C.C(O[BH-](OC(=O)C)OC(=O)C)(=O)C.[Na+]>C(Cl)Cl>[Cl-:1].[CH:2]1([C:8]2([CH2:28][N:29]3[C:33]([CH3:34])([CH3:35])[CH2:32][O:31][C:30]3=[O:36])[CH2:9][CH2:10][N:11]([C:14]([C@H:16]3[C@H:20]([C:21]4[CH:22]=[CH:23][C:24]([F:27])=[CH:25][CH:26]=4)[CH2:19][NH+:18]([CH:38]([CH3:40])[CH3:37])[CH2:17]3)=[O:15])[CH2:12][CH2:13]2)[CH2:7][CH2:6][CH2:5][CH2:4][CH2:3]1 |f:0.1,4.5,7.8|. Procedure details: A solution of the product of step E (100 mg; 0.1916 mmol) in methylene chloride (100 mL) was converted to the free-base by washing with saturated sodium bicarbonate. The organic phase was washed with brine, dried (Na2SO4), filtered and the volatiles were removed in vacuo. The residue was dissolved in methylene chloride (2 mL) and cooled to 0° C. Acetone (111 mg; 0.14 mmol) was added, followed by acetic acid (57 mg; 0.9579 mmol) and sodium triacetoxyborohydride (0.575 mmol). The reaction mixture ... Procedure details: A solution of acetic anhydride (30.30 g, 0.297 mol) in glacial acetic acid (30 ml) is added to stirred 3-fluoroaniline (30.0 g, 0.27 mol). The resulting stirred mixture is heated under reflux for 20 minutes and poured into cold water (500 ml). the product is extracted into ether (×2) and the combined ethereal extracts are washed with water and dried (MgSO4). The solvent is removed in vacuo and the residue is recrystallized from aqueous acetic acid to yield colourless crystals with a yield of 28.... The product is CC(=O)NC1=CC(=CC=C1)F (3-Fluoroacetanilide). The solvent is C(C)(=O)O (acetic acid). As a reaction SMILES: C(O[C:5](=[O:7])[CH3:6])(=O)C.[F:8][C:9]1[CH:10]=[C:11]([CH:13]=[CH:14][CH:15]=1)[NH2:12].O>C(O)(=O)C>[CH3:6][C:5]([NH:12][C:11]1[CH:13]=[CH:14][CH:15]=[C:9]([F:8])[CH:10]=1)=[O:7]. Reactants: FC=1C=C(N)C=CC1 (3-fluoroaniline), C(C)(=O)OC(C)=O (acetic anhydride), O (water). Reaction SMILES: [Br:1][c:2]1[cH:3][c:4]([B:9]2[O:10][C:11](=[O:19])[CH2:12][N:13]([CH3:18])[CH2:14][C:15](=[O:17])[O:16]2)[c:5]([F:8])[n:6][cH:7]1.[C:21]([CH3:22])([CH3:23])([CH3:24])[O:25][C:26]([CH2:27][Zn+:28])=[O:29].[Cl-:20].[O:30]1[CH2:31][CH2:32][O:33][CH2:34][CH2:35]1>>[c:2]1([CH2:27][C:26]([O:25][C:21]([CH3:22])([CH3:23])[CH3:24])=[O:29])[cH:3][c:4]([B:9]2[O:10][C:11](=[O:19])[CH2:12][N:13]([CH3:18])[CH2:14][C:15](=[O:17])[O:16]2)[c:5]([F:8])[n:6][cH:7]1. Reactants: CN1CC(=O)OB(c2cc(Br)cnc2F)OC(=O)C1, CC(C)(C)OC(=O)C[Zn+], [Cl-], C1COCCO1. Yields the product CN1CC(=O)OB(c2cc(CC(=O)OC(C)(C)C)cnc2F)OC(=O)C1.